From a dataset of the Open Reaction Database (ORD), a public repository of structured organic reaction records. describe an organic reaction: reactants, conditions, products, and yield Reaction SMILES: [Na].[CH3:2][NH:3][C:4]([NH2:6])=[S:5].[C:7]([O:14]C)(=O)[CH2:8][C:9](OC)=[O:10].[CH3:16]I>CO>[OH:14][C:7]1[N:6]=[C:4]([S:5][CH3:16])[N:3]([CH3:2])[C:9](=[O:10])[CH:8]=1 |^1:0|. Product: OC1=CC(N(C(=N1)SC)C)=O (6-hydroxy-3-methyl-2-methylthio-4(3H)-pyrimidinone). Yield: 87.9%. The reactants are CI (methyl iodide), metal, [Na] (sodium), CNC(=S)N (N-methylthiourea), C(CC(=O)OC)(=O)OC (dimethyl malonate). Procedure details: In 250 ml of methanol was dissolved 13.1 g of metal sodium. To the resulting methanol solution were added 25 g (0.28 mol) of N-methylthiourea and 38.5 g (0.29 mol) of dimethyl malonate, and the mixture was reacted under reflux for 3 hours. Thereafter, to the solution was added dropwise 41.3 g (0.29 mol) of methyl iodide at 10° C. or lower, and the mixture was reacted at room temperature overnight. After completion of the reaction, methanol was removed under reduced pressure, and then the residue... The solvent is CO (methanol), CO (methanol), CO (methanol). Procedure: The solution of 2-phenyl-3-diazo-1-propene prepared as described above is diluted with 150 ml of cold methanol and stirred well at 0°C as 13 g of 9-fluoro-11β ,16α ,17,21-tetrahydroxypregn-4-ene-3,20-dione, 16,17-cycloborate is added in portions. The slurry is stirred for 1 hour at 0°C and filtered to give 9.6 g of the title compound. The filtrate is stirred at room temperature for 1 hour with 4 g of the cycloborate and the resulting solution is cooled to 0°C and filtered to give 4.2 g of the ti... Solvent: CO (methanol). Reaction SMILES: [C:1]1([C:7]([CH:9]=[N+]=[N-])=[CH2:8])[CH:6]=[CH:5][CH:4]=[CH:3][CH:2]=1.[F:12][C@:13]12[C@@H:33]([OH:34])[CH2:32][C@@:31]3([CH3:35])[C@@H:23]([CH2:24][C@@H:25]([OH:37])[C@:26]3([OH:36])[C:27](=[O:30])[CH2:28][OH:29])[C@@H:22]1[CH2:21][CH2:20][C:19]1[C@:14]2([CH3:39])[CH2:15][CH2:16][C:17](=[O:38])[CH:18]=1>CO>[F:12][C@:13]12[C@@H:33]([OH:34])[CH2:32][C@@:31]3([CH3:35])[C@@H:23]([CH2:24][C@@H:25]([O:37][CH2:9][C:7]([C:1]4[CH:6]=[CH:5][CH:4]=[CH:3][CH:2]=4)=[CH2:8])[C@:26]3([OH:36])[C:27](=[O:30])[CH2:28][OH:29])[C@@H:22]1[CH2:21][CH2:20][C:19]1[C@:14]2([CH3:39])[CH2:15][CH2:16][C:17](=[O:38])[CH:18]=1. Conditions: temperature 0 celsius, time 1 hour. Yields the product F[C@@]12[C@]3(CCC(C=C3CC[C@H]1[C@@H]1C[C@H]([C@](C(CO)=O)([C@]1(C[C@@H]2O)C)O)OCC(=C)C2=CC=CC=C2)=O)C (9-Fluoro-11β ,17,21-trihydroxy-16α-[(2-phenyl-2-propenyl)oxy]pregn-4-ene-3,20-dione). Starting materials: C1(=CC=CC=C1)C(=C)C=[N+]=[N-] (2-phenyl-3-diazo-1-propene), F[C@@]12[C@]3(CCC(C=C3CC[C@H]1[C@@H]1C[C@H]([C@](C(CO)=O)([C@]1(C[C@@H]2O)C)O)O)=O)C (9-fluoro-11β ,16α ,17,21-tetrahydroxypregn-4-ene-3,20-dione). Reactants: ClC=1C=C(C=CC1C(C(C(F)(F)F)(O)C=1C=CC2=C(N(C(CO2)=O)CC)C1)C)OS(=O)(=O)C(F)(F)F (Trifluoromethanesulfonic acid 3-chloro-4-[2-(4-ethyl-3-oxo-3,4-dihydro-2H-benzo[1,4]oxazin-6-yl)-3,3,3-trifluoro-2-hydroxy-1-methyl-propyl]-phenyl ester), ClC1=C(C=C(C=C1)B(O)O)C(=O)OCC (4-chloro-3-(ethoxycarbonyl)phenylboronic acid). Yields the product COC(=O)C=1C=C(C=CC1Cl)C1=CC(=C(C=C1)C(C(C(F)(F)F)(O)C=1C=CC2=C(N(C(CO2)=O)CC)C1)C)Cl (4,3′-Dichloro-4′-[2-(4-ethyl-3-oxo-3,4-dihydro-2H-benzo[1,4]oxazin-6-yl)-3,3,3-trifluoro-2-hydroxy-1-methyl-propyl]-biphenyl-3-carboxylic acid methyl ester). As a reaction SMILES: [Cl:1][C:2]1[CH:3]=[C:4](OS(C(F)(F)F)(=O)=O)[CH:5]=[CH:6][C:7]=1[CH:8]([CH3:28])[C:9]([C:15]1[CH:16]=[CH:17][C:18]2[O:23][CH2:22][C:21](=[O:24])[N:20]([CH2:25][CH3:26])[C:19]=2[CH:27]=1)([OH:14])[C:10]([F:13])([F:12])[F:11].[Cl:37][C:38]1[CH:43]=[CH:42][C:41](B(O)O)=[CH:40][C:39]=1[C:47]([O:49][CH2:50]C)=[O:48]>>[CH3:50][O:49][C:47]([C:39]1[CH:40]=[C:41]([C:4]2[CH:5]=[CH:6][C:7]([CH:8]([CH3:28])[C:9]([C:15]3[CH:16]=[CH:17][C:18]4[O:23][CH2:22][C:21](=[O:24])[N:20]([CH2:25][CH3:26])[C:19]=4[CH:27]=3)([OH:14])[C:10]([F:11])([F:12])[F:13])=[C:2]([Cl:1])[CH:3]=2)[CH:42]=[CH:43][C:38]=1[Cl:37])=[O:48]. Reported procedure: In analogy to Example 64, step 7, trifluoromethanesulfonic acid 3-chloro-4-[2-(4-ethyl-3-oxo-3,4-dihydro-2H-benzo[1,4]oxazin-6-yl)-3,3,3-trifluoro-2-hydroxy-1-methyl-propyl]-phenyl ester (Example 64, step 6) was reacted with 4-chloro-3-(ethoxycarbonyl)phenylboronic acid (70° C., 5.5 h) to give title compound as a white solid. MS (m/e)=596.3 [M+H+]. Starting materials: ClC=1C=2N(C=CN1)C(=NC2)I (8-chloro-3-iodo-imidazo[1,5-a]pyrazine), C1CC(=O)N(C1=O)Br (NBS), C(=O)(O)[O-].[Na+] (NaHCO3). The solvent is CN(C)C=O (DMF). Reaction conditions: time 2 hour. Product: BrC=1N=C(N2C1C(=NC=C2)Cl)I (1-Bromo-8-chloro-3-iodo-imidazo[1,5-a]pyrazine). Reaction SMILES: [Cl:1][C:2]1[C:3]2[N:4]([C:8]([I:11])=[N:9][CH:10]=2)[CH:5]=[CH:6][N:7]=1.C1C(=O)N([Br:19])C(=O)C1.C([O-])(O)=O.[Na+]>CN(C=O)C>[Br:19][C:10]1[N:9]=[C:8]([I:11])[N:4]2[CH:5]=[CH:6][N:7]=[C:2]([Cl:1])[C:3]=12 |f:2.3|. Procedure details: To a stirred solution of 8-chloro-3-iodo-imidazo[1,5-a]pyrazine (730.0 mg, 2.61 mmol) in DMF (8.00 mL) was added NBS (557.9 mg, 3.13 mol) in 3 portions at 0° C. The resulting mixture was allowed to warm up to rt. and stirred at rt. for 2 hours. To the mixture was added 30 mL saturated NaHCO3 aq. solution, extracted with DCM (20 mL×3). Organic phase was combined and dried (Na2SO4) and evaporated to give crude material which was used in next step without further purification. 1H NMR (400 MHz, MeOD... Starting materials: C[O-], CO, COCCOC, CS(=O)(=O)c1cnc(-c2ccc(F)cc2F)nc1-c1cccc(C(F)(F)F)c1, [Na+]. Product: COc1cnc(-c2ccc(F)cc2F)nc1-c1cccc(C(F)(F)F)c1. As a reaction SMILES: [CH3:29][O-:30].[CH3:32][OH:33].[CH3:34][O:35][CH2:36][CH2:37][O:38][CH3:39].[F:1][c:2]1[c:3](-[c:9]2[n:10][cH:11][c:12]([S:25]([CH3:26])(=[O:27])=[O:28])[c:13](-[c:15]3[cH:16][c:17]([C:21]([F:22])([F:23])[F:24])[cH:18][cH:19][cH:20]3)[n:14]2)[cH:4][cH:5][c:6]([F:8])[cH:7]1.[Na+:31]>>[F:1][c:2]1[c:3](-[c:9]2[n:10][cH:11][c:12]([O:30][CH3:29])[c:13](-[c:15]3[cH:16][c:17]([C:21]([F:22])([F:23])[F:24])[cH:18][cH:19][cH:20]3)[n:14]2)[cH:4][cH:5][c:6]([F:8])[cH:7]1.